This data is from the Open Reaction Database (ORD), a public repository of structured organic reaction records. The task is: describe an organic reaction: reactants, conditions, products, and yield Starting materials: C[C@]12CCC(=O)C=C1CC[C@@H]3[C@@H]2[C@H](C[C@]4([C@H]3CC[C@@H]4C(=O)CO)C)O (corticosterone), CC(=O)C.OS(=O)(=O)O.O=[Cr](=O)=O (Jones reagent). Run in CC(=O)C (acetone). The product is C[C@@]12[C@H](CC[C@H]1[C@@H]1CCC3=CC(CC[C@]3(C)[C@H]1C(C2)=O)=O)C(=O)O (androst-4-ene-3,11-dione-17β-carboxylic acid). As a reaction SMILES: [CH3:1][C@@:2]12[C@H:12]3[C@@H:13]([OH:25])[CH2:14][C@:15]4([CH3:24])[C@@H:19]([C:20](CO)=[O:21])[CH2:18][CH2:17][C@H:16]4[C@@H:11]3[CH2:10][CH2:9][C:8]1=[CH:7][C:5](=[O:6])[CH2:4][CH2:3]2.CC(C)=[O:28].OS(O)(=O)=O.O=[Cr](=O)=O>CC(C)=O>[CH3:24][C@:15]12[CH2:14][C:13](=[O:25])[C@H:12]3[C@@H:11]([CH2:10][CH2:9][C:8]4[C@:2]3([CH3:1])[CH2:3][CH2:4][C:5](=[O:6])[CH:7]=4)[C@@H:16]1[CH2:17][CH2:18][C@@H:19]2[C:20]([OH:28])=[O:21] |f:1.2.3|. Reported procedure: Alternatively, corticosterone, in an appropriate solvent such as acetone, may be treated directly with Jones reagent to yield androst-4-ene-3,11-dione-17β-carboxylic acid.